Dataset: the Open Reaction Database (ORD), a public repository of structured organic reaction records. Task: describe an organic reaction: reactants, conditions, products, and yield The reactants are NN1C(C2=CC=CC=C2C(=N1)C1CCC1)=O (2-amino-4-cyclobutylphthalazin-1(2H)-one), FC=1C=C(C=C(C1)F)CC(=O)O (2-(3,5-difluorophenyl)acetic acid). Product: C1(CCC1)C1=NN(C(C2=CC=CC=C12)=O)NC(CC1=CC(=CC(=C1)F)F)=O (N-(4-cyclobutyl-1-oxophthalazin-2(1H)-yl)-2-(3,5-difluorophenyl)acetamide). As a reaction SMILES: [NH2:1][N:2]1[N:11]=[C:10]([CH:12]2[CH2:15][CH2:14][CH2:13]2)[C:9]2[C:4](=[CH:5][CH:6]=[CH:7][CH:8]=2)[C:3]1=[O:16].[F:17][C:18]1[CH:19]=[C:20]([CH2:25][C:26](O)=[O:27])[CH:21]=[C:22]([F:24])[CH:23]=1>>[CH:12]1([C:10]2[C:9]3[C:4](=[CH:5][CH:6]=[CH:7][CH:8]=3)[C:3](=[O:16])[N:2]([NH:1][C:26](=[O:27])[CH2:25][C:20]3[CH:19]=[C:18]([F:17])[CH:23]=[C:22]([F:24])[CH:21]=3)[N:11]=2)[CH2:15][CH2:14][CH2:13]1. Procedure: The product of Example 67A and 2-(3,5-difluorophenyl)acetic acid were processed using a method similar to that described in Example 17C to afford the title compound. 1H NMR (400 MHz, DMSO-d6) δ 11.62 (s, 1H), 8.35-8.28 (m, 1H), 8.01-7.94 (m, 1H), 7.94-7.85 (m, 2H), 7.20-7.10 (m, 3H), 4.12-3.99 (m, 1H), 3.76 (s, 2H), 2.42-2.22 (m, 4H), 2.14-2.00 (m, 1H), 1.89-1.76 (m, 1H); MS (ESI) m/z 370 (M+H)+. The reactants are OCC=1OC(=CC(C1OCCCCCC(=O)OCC)=O)COC(C(C)(C)C)=O (2-hydroxymethyl-3-(5-carboethoxypentyloxy)-6-(trimethylacetoxymethyl)-4-pyrone). Reagents/catalysts: [O-2].[O-2].[Mn+4] (manganese dioxide). The solvent is CC(=O)C (acetone). Run at time 3 hour. The product is C(=O)C=1OC(=CC(C1OCCCCCC(=O)OCC)=O)COC(C(C)(C)C)=O (2-formyl-3-(5-carboethoxypentyloxy)-6-(trimethylacetoxymethyl)-4-pyrone), O1C=CC(C=C1)=O (4-pyrone). Isolated yield 577.0%. RXN SMILES: [OH:1][CH2:2][C:3]1[O:4][C:5]([CH2:21][O:22][C:23](=[O:28])[C:24]([CH3:27])([CH3:26])[CH3:25])=[CH:6][C:7](=[O:20])[C:8]=1[O:9][CH2:10][CH2:11][CH2:12][CH2:13][CH2:14][C:15]([O:17][CH2:18][CH3:19])=[O:16]>CC(C)=O.[O-2].[O-2].[Mn+4]>[CH:2]([C:3]1[O:4][C:5]([CH2:21][O:22][C:23](=[O:28])[C:24]([CH3:27])([CH3:26])[CH3:25])=[CH:6][C:7](=[O:20])[C:8]=1[O:9][CH2:10][CH2:11][CH2:12][CH2:13][CH2:14][C:15]([O:17][CH2:18][CH3:19])=[O:16])=[O:1].[O:4]1[CH:5]=[CH:6][C:7](=[O:20])[CH:8]=[CH:3]1 |f:2.3.4|. Reported procedure: To a solution of 2.3 g of 2-hydroxymethyl-3-(5-carboethoxypentyloxy)-6-(trimethylacetoxymethyl)-4-pyrone in 75 ml of acetone was added 4 g of activated manganese dioxide. The resulting suspension was stirred for 3 hr, at which time the mixture was filtered and the filtrate evaporated to an oil. The oil was chromatographed on silica gel to give the oily aldehyde, 2-formyl-3-(5-carboethoxypentyloxy)-6-trimethylacetoxymethyl)-4-pyrone weighing 1.6 g (70%). NMR (CDCl3): δ1.28 (3H, t, J=7 Hz), 1.30 (... Reactants: C1COCCO1, COC(=O)c1cccnc1CN1C(=O)C(NC(=O)Nc2cccc(C)c2)N=C(c2ccccc2F)c2ccccc21, [K+], [OH-]. The product is Cc1cccc(NC(=O)NC2N=C(c3ccccc3F)c3ccccc3N(Cc3ncccc3C(=O)O)C2=O)c1. RXN SMILES: [CH2:44]1[O:45][CH2:46][CH2:47][O:48][CH2:49]1.[F:1][c:2]1[c:3]([C:8]2=[N:9][CH:10]([NH:31][C:32](=[O:33])[NH:34][c:35]3[cH:36][c:37]([CH3:41])[cH:38][cH:39][cH:40]3)[C:11](=[O:30])[N:12]([CH2:19][c:20]3[n:21][cH:22][cH:23][cH:24][c:25]3[C:26](=[O:27])[O:28][CH3:29])[c:13]3[c:14]2[cH:15][cH:16][cH:17][cH:18]3)[cH:4][cH:5][cH:6][cH:7]1.[K+:43].[OH-:42]>>[F:1][c:2]1[c:3]([C:8]2=[N:9][CH:10]([NH:31][C:32](=[O:33])[NH:34][c:35]3[cH:36][c:37]([CH3:41])[cH:38][cH:39][cH:40]3)[C:11](=[O:30])[N:12]([CH2:19][c:20]3[n:21][cH:22][cH:23][cH:24][c:25]3[C:26](=[O:27])[OH:28])[c:13]3[c:14]2[cH:15][cH:16][cH:17][cH:18]3)[cH:4][cH:5][cH:6][cH:7]1. The reactants are N#Cc1ccc(F)cc1, OCC1CCCCN1, [Na+], O=C([O-])O, CN(C)C=O, O. Yields the product N#Cc1ccc(N2CCCCC2CO)cc1. RXN SMILES: [F:1][c:2]1[cH:3][cH:4][c:5]([C:6]#[N:7])[cH:8][cH:9]1.[NH:10]1[CH:11]([CH2:16][OH:17])[CH2:12][CH2:13][CH2:14][CH2:15]1.[Na+:22].[O-:18][C:19]([OH:20])=[O:21].[O:24]=[CH:25][N:26]([CH3:27])[CH3:28].[OH2:23]>>[c:2]1([N:10]2[CH:11]([CH2:16][OH:17])[CH2:12][CH2:13][CH2:14][CH2:15]2)[cH:3][cH:4][c:5]([C:6]#[N:7])[cH:8][cH:9]1. Reactants: Title compound 10B, [N+](=O)([O-])C=1C=C(C=CC1)N1N=CC=2C1=NC=NC2N (1-(3-nitro-phenyl)-1H-pyrazolo[3,4-d]pyrimidin-4-ylamine). Reagents/catalysts: [Pd] (palladium on carbon). The solvent is C(C)O (ethanol). Run at time 42 hour. Product: NC=1C=C(C=CC1)N1N=CC=2C1=NC=NC2N (1-(3-Amino-phenyl)-1H-pyrazolo[3,4-d]pyrimidin-4-ylamine). RXN SMILES: [N+:1]([C:4]1[CH:5]=[C:6]([N:10]2[C:14]3=[N:15][CH:16]=[N:17][C:18]([NH2:19])=[C:13]3[CH:12]=[N:11]2)[CH:7]=[CH:8][CH:9]=1)([O-])=O>[Pd].C(O)C>[NH2:1][C:4]1[CH:5]=[C:6]([N:10]2[C:14]3=[N:15][CH:16]=[N:17][C:18]([NH2:19])=[C:13]3[CH:12]=[N:11]2)[CH:7]=[CH:8][CH:9]=1. Procedure details: Title compound 10B, 1-(3-nitro-phenyl)-1H-pyrazolo[3,4-d]pyrimidin-4-ylamine (1.0 g, 3.9 mmol) was added to 10% w/w palladium on carbon (0.1 g, 10% w/w) suspended in ethanol (300 ml). This was stirred for 42 hours at room temperature under an atmosphere of hydrogen. The reaction mixture was filtered to remove the palladium residues and the filtrate was concentrated to dryness in vacuo. The resultant residue was purified by column chromatography using DCM/MeOH (96:4) as eluent to yield the title ... Starting materials: ClCC(=O)N=C=O (chloroacetylisocyanate), [Br-].BrC1=C(CC[SH+]CC2(C(C(C(CC2)O)OC)C2(C(CC=C(C)C)O2)C)O)C=CC=C1 (1-(2-bromobenzyl)methylsulfoniomethyl-2-(1,2-epoxy-1,5-dimethyl-4-hexenyl)-3-methoxy- 1,4-cyclohexanediol bromide), O (water). Run in ClCCl (dichloromethane). Product: [Br-].BrC1=CC=C(CC[SH+]CC2(C(C(C(CC2)OC(NC(CCl)=O)=O)OC)C2(C(CC=C(C)C)O2)C)O)C=C1 (1-(4-bromobenzyl)methylsulfoniomethyl-4-(N-chloroacetylcarbamoyloxy)-2-(1,2-epoxy-1,5-dimethyl-4-hexenyl)-3-methoxycyclohexanol bromide). The yield is 44.0%. As a reaction SMILES: [Br-:1].[Br:2][C:3]1[CH:31]=[CH:30][CH:29]=[CH:28][C:4]=1[CH2:5][CH2:6][SH+:7][CH2:8][C:9]1([OH:27])[CH2:14][CH2:13][CH:12](O)[CH:11]([O:16][CH3:17])[CH:10]1[C:18]1([CH3:26])[O:25][CH:19]1[CH2:20][CH:21]=[C:22]([CH3:24])[CH3:23].[Cl:32][CH2:33][C:34]([N:36]=[C:37]=[O:38])=[O:35].[OH2:39]>ClCCl>[Br-:2].[Br:1][C:30]1[CH:29]=[CH:28][C:4]([CH2:5][CH2:6][SH+:7][CH2:8][C:9]2([OH:27])[CH2:14][CH2:13][CH:12]([O:39][C:37](=[O:38])[NH:36][C:34](=[O:35])[CH2:33][Cl:32])[CH:11]([O:16][CH3:17])[CH:10]2[C:18]2([CH3:26])[O:25][CH:19]2[CH2:20][CH:21]=[C:22]([CH3:23])[CH3:24])=[CH:3][CH:31]=1 |f:0.1,5.6|. Procedure details: To a solution of 1-(2-bromobenzyl)methylsulfoniomethyl-2-(1,2-epoxy-1,5-dimethyl-4-hexenyl)-3-methoxy- 1,4-cyclohexanediol bromide (150 mg) in dichloromethane (2 ml) was added dropwise, under ice-cooling, chloroacetylisocyanate (40 ml), then the mixture was stirred for 30 minutes. To the reaction mixture was added water to suspend the reaction. The product was extracted with ethyl acetate. The organic layer was washed with a saturated aqueous saline solution, followed by drying over anhydrous ma...